Dataset: the Open Reaction Database (ORD), a public repository of structured organic reaction records. Task: describe an organic reaction: reactants, conditions, products, and yield Reactants: BrC=1C=C(C=NC1)C=1C=2N(N=C(C1CCC(=O)OCC)CO)C(=CC2)CC (ethyl 3-[4-(5-bromo-3-pyridinyl)-7-ethyl-2-(hydroxymethyl)pyrrolo[1,2-b]pyridazin-3-yl]propanoate), [H-].[Na+] (NaH), Br.BrCC=1C=NC=CC1 (3-(bromomethyl)pyridine hydrobromide). Run in CN(C)C=O (DMF). Conditions: temperature 0 celsius, time 0.5 hour. Product: BrC=1C=C(C=NC1)C=1C=2N(N=C(C1CCC(=O)O)COCC=1C=NC=CC1)C(=CC2)CC (3-{4-(5-bromo-3-pyridinyl)-7-ethyl-2-[(3-pyridinylmethoxy)methyl]pyrrolo[1,2-b]pyridazin-3-yl}propanoic acid). Yield: 48.0%. As a reaction SMILES: [H-].[Na+].[Br:3][C:4]1[CH:5]=[C:6]([C:10]2[C:11]3[N:12]([C:25]([CH2:28][CH3:29])=[CH:26][CH:27]=3)[N:13]=[C:14]([CH2:23][OH:24])[C:15]=2[CH2:16][CH2:17][C:18]([O:20]CC)=[O:19])[CH:7]=[N:8][CH:9]=1.Br.Br[CH2:32][C:33]1[CH:34]=[N:35][CH:36]=[CH:37][CH:38]=1>CN(C=O)C>[Br:3][C:4]1[CH:5]=[C:6]([C:10]2[C:11]3[N:12]([C:25]([CH2:28][CH3:29])=[CH:26][CH:27]=3)[N:13]=[C:14]([CH2:23][O:24][CH2:32][C:33]3[CH:34]=[N:35][CH:36]=[CH:37][CH:38]=3)[C:15]=2[CH2:16][CH2:17][C:18]([OH:20])=[O:19])[CH:7]=[N:8][CH:9]=1 |f:0.1,3.4|. Reported procedure: To a suspension of 60% NaH (74 mg) in DMF (3 mL) was added ethyl 3-[4-(5-bromo-3-pyridinyl)-7-ethyl-2-(hydroxymethyl)pyrrolo[1,2-b]pyridazin-3-yl]propanoate (200 mg) under ice-water cooling, and the mixture was stirred at 0° C. for 0.5 hour. To this was added 3-(bromomethyl)pyridine hydrobromide (234 mg) under ice-water cooling, and the mixture was stirred at ambient temperature for 2 hours. The mixture was partitioned between AcOEt and water. The aqueous layer was separated, acidified to pH 3–4... The reactants are C(CCC\C=C/CC=CCC=CCC=CCCCCC)(=O)NCCOP(=O)=O (N-(cis-5,8,11,14-eicosatetraenoyl)-O-phospho-2-aminoethanol), C(CC\C=C/CC=CCC=CCC=CCC=CCC=CCC)(=O)O (cis-4,7,10,13,16,19-docosahexaenoic acid). Yields the product C(CC\C=C/CC=CCC=CCC=CCC=CCC=CCC)(=O)NCCOP(=O)=O (N-(cis-4,7,10,13,16,19-docosahexaenoyl)-O-phospho-2-aminoethanol). RXN SMILES: [C:1]([NH:22][CH2:23][CH2:24][O:25][P:26](=[O:28])=[O:27])(=[O:21])[CH2:2][CH2:3][CH2:4]/[CH:5]=[CH:6]\[CH2:7][CH:8]=[CH:9][CH2:10][CH:11]=[CH:12][CH2:13][CH:14]=[CH:15][CH2:16][CH2:17][CH2:18][CH2:19][CH3:20].[C:29](O)(=O)[CH2:30]C/C=C\CC=CCC=CCC=CCC=CCC=CCC>>[C:1]([NH:22][CH2:23][CH2:24][O:25][P:26](=[O:28])=[O:27])(=[O:21])[CH2:2][CH2:3]/[CH:4]=[CH:5]\[CH2:6][CH:7]=[CH:8][CH2:9][CH:10]=[CH:11][CH2:12][CH:13]=[CH:14][CH2:15][CH:16]=[CH:17][CH2:18][CH:19]=[CH:20][CH2:29][CH3:30]. Procedure details: This compound was prepared as described above for (5), using 0.5 mmol (164 mg) of cis-4,7,10,13,16,19-docosahexaenoic acid; yield 99 mg (44%); Rf 0.10-0.15 (system B); 1H NMR (CD3SOCD3, 200 MHz) δ0.9-1.0 (t, 3H, ω-CH3); 2.0-2.1 (t, 2H, CH2CO); 2.2-2.4 (m, 4H, 2CH2CH═CH); 2.7-2.9 (br s, 10H, 5HC═CHCH2CH═CH); 3.4-3.5 (br s, 2H, CH2NH); 3.9-4.0 (br s, 2H, CH2OP); 5.2-5.4 (br s, 12H, 6HC═CH); 8.2-8.4 (m, 3H, NH and 2POH). Reactants: ClC1=NC(=CC(=C1)C(=O)OC(C)(C)C)OC (t-Butyl 2-chloro-6-methoxypyridine-4-carboxylate), C(C1=CC=CC=C1)N (benzylamine), C(CC(O)(C(=O)O)CC(=O)O)(=O)O (citric acid). The product is C(C1=CC=CC=C1)NCOC1=NC=CC(=C1)C(=O)OC(C)(C)C (t-Butyl 2-benzylaminomethoxypyridine-4-carboxylate). Reaction SMILES: Cl[C:2]1[CH:7]=[C:6]([C:8]([O:10][C:11]([CH3:14])([CH3:13])[CH3:12])=[O:9])[CH:5]=[C:4]([O:15][CH3:16])[N:3]=1.C(O)(=O)CC(CC(O)=O)(C(O)=O)O.[CH2:30]([NH2:37])[C:31]1[CH:36]=[CH:35][CH:34]=[CH:33][CH:32]=1>>[CH2:30]([NH:37][CH2:16][O:15][C:4]1[CH:5]=[C:6]([C:8]([O:10][C:11]([CH3:14])([CH3:13])[CH3:12])=[O:9])[CH:7]=[CH:2][N:3]=1)[C:31]1[CH:36]=[CH:35][CH:34]=[CH:33][CH:32]=1. Reported procedure: t-Butyl 2-chloro-6-methoxypyridine-4-carboxylate (1.0 g) (D60) was heated in benzylamine (20 mL) for 16.5 h at 140° C. After cooling, the mixture was poured into citric acid solution (10% aq.) and extracted twice with ether. The combined extracts were washed with water and brine, dried (MgSO4) and evaporated to a yellow gum. This was chromatographed on silica, eluting with hexane/ether, giving the title compound (D54) as an off-white solid (0.411 g). The reactants are substituted benzyl amines, C(=O)([O-])[O-].[Na+].[Na+] (Na2CO3), N1[C@H](CCCC1)C(=O)N[C@@H](C)C1=CC=C(C(=O)OC)C=C1 (methyl 4-((S)-1-((R)-piperidine-2-carboxamido)ethyl)benzoate), CC=1C=C(CBr)C=CC1 (3-methylbenzyl bromide). Yields the product CC=1C=C(CN2[C@H](CCCC2)C(=O)N[C@@H](C)C2=CC=C(C(=O)OC)C=C2)C=CC1 (methyl 4-((S)-1-((R)-1-(3-methylbenzyl)piperidine-2-carboxamido)ethyl)benzoate). Isolated yield 71.6%. As a reaction SMILES: [NH:1]1[CH2:6][CH2:5][CH2:4][CH2:3][C@@H:2]1[C:7]([NH:9][C@H:10]([C:12]1[CH:21]=[CH:20][C:15]([C:16]([O:18][CH3:19])=[O:17])=[CH:14][CH:13]=1)[CH3:11])=[O:8].[CH3:22][C:23]1[CH:24]=[C:25]([CH:28]=[CH:29][CH:30]=1)[CH2:26]Br.C([O-])([O-])=O.[Na+].[Na+]>>[CH3:22][C:23]1[CH:24]=[C:25]([CH:28]=[CH:29][CH:30]=1)[CH2:26][N:1]1[CH2:6][CH2:5][CH2:4][CH2:3][C@@H:2]1[C:7]([NH:9][C@H:10]([C:12]1[CH:13]=[CH:14][C:15]([C:16]([O:18][CH3:19])=[O:17])=[CH:20][CH:21]=1)[CH3:11])=[O:8] |f:2.3.4|. Procedure: The title compound (D24) (48 mg) was prepared according to the general procedure for substituted benzyl amines preparation starting from methyl 4-((S)-1-((R)-piperidine-2-carboxamido)ethyl)benzoate (D12) (50 mg, 0.17 mmol) and 3-methylbenzyl bromide (0.046 ml, 0.34 mmol). (Na2CO3: 2.5 eq; reaction time: 3 hrs; 60° C.) Starting materials: ClC1=CC(=CC=C1)C(=O)OO (3-chloroperbenzoic acid), CSC=1C(C(C(C1)(CCCCCCCC)O)=CCCCCCC(=O)OC)=O (2-methylthio-4-hydroxy-5-(6-methoxycarbonylhexylidene)-4-octyl-2-cyclopentenone), C(O)([O-])=O.[Na+] (sodium hydrogencarbonate). Solvent: ClCCl (dichloromethane). Conditions: temperature 0 celsius, time 1 hour. Product: CS(=O)C=1C(C(C(C1)(CCCCCCCC)O)=CCCCCCC(=O)OC)=O (2-methylsulfinyl-4-hydroxy-5-(6-methoxycarbonylhexylidene)-4-octyl-2-cyclopentenone). Yield: 61.0%. Reaction SMILES: [CH3:1][S:2][C:3]1[C:4](=[O:27])[C:5](=[CH:17][CH2:18][CH2:19][CH2:20][CH2:21][CH2:22][C:23]([O:25][CH3:26])=[O:24])[C:6]([OH:16])([CH2:8][CH2:9][CH2:10][CH2:11][CH2:12][CH2:13][CH2:14][CH3:15])[CH:7]=1.ClC1C=CC=C(C(OO)=[O:36])C=1.C(=O)([O-])O.[Na+]>ClCCl>[CH3:1][S:2]([C:3]1[C:4](=[O:27])[C:5](=[CH:17][CH2:18][CH2:19][CH2:20][CH2:21][CH2:22][C:23]([O:25][CH3:26])=[O:24])[C:6]([OH:16])([CH2:8][CH2:9][CH2:10][CH2:11][CH2:12][CH2:13][CH2:14][CH3:15])[CH:7]=1)=[O:36] |f:2.3|. Procedure details: To a solution of 12 mg of 2-methylthio-4-hydroxy-5-(6-methoxycarbonylhexylidene)-4-octyl-2-cyclopentenone obtained in Example 101 dissolved in 2 ml of dichloromethane was added 6.5 mg of 3-chloroperbenzoic acid. After the mixture was stirred at 0° C. for 1 hour, saturated aqueous sodium hydrogencarbonate was added, and the mixture was extracted with ethyl acetate. After washing with saturated aqueous sodium chloride, the product was subjected to silica gel chromatography to obtain 7.3 mg (yield ... Starting materials: ClC(Cl)Cl, C1CCC(NC2CCCCC2)CC1, CC(C)COC(=O)Cl, O=C1CCC(=O)N1O. Yields the product CC(C)COC(=O)ON1C(=O)CCC1=O. Reaction SMILES: [CH:30]([Cl:31])([Cl:32])[Cl:33].[CH:9]1([NH:10][CH:11]2[CH2:12][CH2:13][CH2:14][CH2:15][CH2:16]2)[CH2:17][CH2:18][CH2:19][CH2:20][CH2:21]1.[Cl:1][C:2](=[O:3])[O:4][CH2:5][CH:6]([CH3:7])[CH3:8].[OH:22][N:23]1[C:24](=[O:29])[CH2:25][CH2:26][C:27]1=[O:28]>>[C:2](=[O:3])([O:4][CH2:5][CH:6]([CH3:7])[CH3:8])[O:22][N:23]1[C:24](=[O:29])[CH2:25][CH2:26][C:27]1=[O:28].